The task is: describe an organic reaction: reactants, conditions, products, and yield. This data is from the Open Reaction Database (ORD), a public repository of structured organic reaction records. The reactants are CCOC(=O)CCC(=O)c1cc(Cl)ccc1O, CC#N, CC1CN(C(=O)CCl)C(C)CN1Cc1ccc(F)cc1, C1CN=C2NCCCN2C1. The product is CCOC(=O)CCC(=O)c1cc(Cl)ccc1OCC(=O)N1CC(C)N(Cc2ccc(F)cc2)CC1C. RXN SMILES: [CH2:21]([CH3:22])[O:23][C:24]([CH2:25][CH2:26][C:27](=[O:28])[c:29]1[c:30]([OH:36])[cH:31][cH:32][c:33]([Cl:35])[cH:34]1)=[O:37].[CH3:48][C:49]#[N:50].[Cl:1][CH2:2][C:3](=[O:4])[N:5]1[CH:6]([CH3:20])[CH2:7][N:8]([CH2:12][c:13]2[cH:14][cH:15][c:16]([F:19])[cH:17][cH:18]2)[CH:9]([CH3:11])[CH2:10]1.[N:38]12[CH2:39][CH2:40][CH2:41][NH:42][C:43]1=[N:44][CH2:45][CH2:46][CH2:47]2>>[CH2:2]([C:3](=[O:4])[N:5]1[CH:6]([CH3:20])[CH2:7][N:8]([CH2:12][c:13]2[cH:14][cH:15][c:16]([F:19])[cH:17][cH:18]2)[CH:9]([CH3:11])[CH2:10]1)[O:36][c:30]1[c:29]([C:27]([CH2:26][CH2:25][C:24]([O:23][CH2:21][CH3:22])=[O:37])=[O:28])[cH:34][c:33]([Cl:35])[cH:32][cH:31]1.